This data is from the Open Reaction Database (ORD), a public repository of structured organic reaction records. The task is: describe an organic reaction: reactants, conditions, products, and yield The reactants are C(C)(C)(C)N(NC(C1=CC=CC=C1)=O)C(C1=CC=CC=C1)=O (N'-t-butyl-N,N'-dibenzoylhydrazine), [H-].[Na+] (sodium hydride), Cl (HCl), CI (methyl iodide). The solvent is CN(C=O)C (dimethylformamide), O (water). Reaction conditions: time 0.5 hour. Product: CN(N(C(C1=CC=CC=C1)=O)C(C)(C)C)C(C1=CC=CC=C1)=O (N-methyl-N'-t-butyl-N,N'-dibenzoylhydrazine). As a reaction SMILES: [C:1]([N:5]([C:15](=[O:22])[C:16]1[CH:21]=[CH:20][CH:19]=[CH:18][CH:17]=1)[NH:6][C:7](=[O:14])[C:8]1[CH:13]=[CH:12][CH:11]=[CH:10][CH:9]=1)([CH3:4])([CH3:3])[CH3:2].[H-].[Na+].[CH3:25]I.Cl>CN(C)C=O.O>[CH3:25][N:6]([C:7](=[O:14])[C:8]1[CH:13]=[CH:12][CH:11]=[CH:10][CH:9]=1)[N:5]([C:1]([CH3:4])([CH3:2])[CH3:3])[C:15](=[O:22])[C:16]1[CH:17]=[CH:18][CH:19]=[CH:20][CH:21]=1 |f:1.2|. Procedure: To a stirred solution of N'-t-butyl-N,N'-dibenzoylhydrazine (2.5 g, 0.008M) in dimethylformamide (DMF) (30 ml) at room temperature under nitrogen was added portionwise sodium hydride (60% oil dispersion) (0.4 g, 0.009M). The mixture was stirred at room temperature for 0.5 hours, and then methyl iodide (1.0 g, 0.008M) was added dropwise. The reaction mixture was allowed to stir for 1 hour. The mixture was then diluted with water (50 ml), neutralized with 10% HCl and the product extracted into met...